This data is from the Open Reaction Database (ORD), a public repository of structured organic reaction records. The task is: describe an organic reaction: reactants, conditions, products, and yield Reactants: COC(=O)C(=Cc1ccc2c(cnn2S(=O)(=O)CC[Si](C)(C)C)c1)NC(=O)OCc1ccccc1, O=S(=O)([O-])C(F)(F)F. The product is COC(=O)C(Cc1ccc2c(cnn2S(=O)(=O)CC[Si](C)(C)C)c1)NC(=O)OCc1ccccc1. RXN SMILES: [CH3:9][O:10][C:11]([C:12](=[CH:13][c:14]1[cH:15][c:16]2[cH:17][n:18][n:19]([S:23](=[O:24])(=[O:25])[CH2:26][CH2:27][Si:28]([CH3:29])([CH3:30])[CH3:31])[c:20]2[cH:21][cH:22]1)[NH:32][C:33](=[O:34])[O:35][CH2:36][c:37]1[cH:38][cH:39][cH:40][cH:41][cH:42]1)=[O:43].[F:1][C:2]([S:3]([O-:4])(=[O:5])=[O:6])([F:7])[F:8]>>[CH3:9][O:10][C:11]([CH:12]([CH2:13][c:14]1[cH:15][c:16]2[cH:17][n:18][n:19]([S:23](=[O:24])(=[O:25])[CH2:26][CH2:27][Si:28]([CH3:29])([CH3:30])[CH3:31])[c:20]2[cH:21][cH:22]1)[NH:32][C:33](=[O:34])[O:35][CH2:36][c:37]1[cH:38][cH:39][cH:40][cH:41][cH:42]1)=[O:43]. The reactants are CC(C)CC(CO)Nc1nc(Cl)ncc1-c1ccsc1, CCOC(=O)N=S(=O)(CC)c1ccc(N)cc1. The product is CCOC(=O)N=S(=O)(CC)c1ccc(Nc2ncc(-c3ccsc3)c(NC(CO)CC(C)C)n2)cc1. RXN SMILES: [Cl:1][c:2]1[n:3][cH:4][c:5](-[c:16]2[cH:17][s:18][cH:19][cH:20]2)[c:6]([NH:8][CH:9]([CH2:10][OH:11])[CH2:12][CH:13]([CH3:14])[CH3:15])[n:7]1.[NH2:21][c:22]1[cH:23][cH:24][c:25]([S:28](=[O:29])(=[N:30][C:31](=[O:32])[O:33][CH2:34][CH3:35])[CH2:36][CH3:37])[cH:26][cH:27]1>>[c:2]1([NH:21][c:22]2[cH:23][cH:24][c:25]([S:28](=[O:29])(=[N:30][C:31](=[O:32])[O:33][CH2:34][CH3:35])[CH2:36][CH3:37])[cH:26][cH:27]2)[n:3][cH:4][c:5](-[c:16]2[cH:17][s:18][cH:19][cH:20]2)[c:6]([NH:8][CH:9]([CH2:10][OH:11])[CH2:12][CH:13]([CH3:14])[CH3:15])[n:7]1. Starting materials: [OH-].[Na+] (NaOH), C(C)N(CCNC1=CC=C(C=2SC3=CC=C(C=C3C(C12)=O)OC)C=O)CC (1-[[2-(diethylamino)ethyl]amino]-7-methoxy-9-oxothioxanthen-4-carboxaldehyde), C(=O)N (formamide), ice water. Conditions: temperature 170 celsius. Yields the product C(C)N(CCNC1=CC=C(C=2SC3=CC=C(C=C3C(C12)=O)OC)CNC=O)CC (N-[[1-[[2-(diethylamino) ethyl]amino]-7-methoxy-9-oxothioxanthen-4-yl]-methyl ]formamide). As a reaction SMILES: [CH2:1]([N:3]([CH2:26][CH3:27])[CH2:4][CH2:5][NH:6][C:7]1[C:20]2[C:19](=[O:21])[C:18]3[C:13](=[CH:14][CH:15]=[C:16]([O:22][CH3:23])[CH:17]=3)[S:12][C:11]=2[C:10]([CH:24]=O)=[CH:9][CH:8]=1)[CH3:2].[CH:28]([NH2:30])=[O:29].[OH-].[Na+]>>[CH2:1]([N:3]([CH2:26][CH3:27])[CH2:4][CH2:5][NH:6][C:7]1[C:20]2[C:19](=[O:21])[C:18]3[C:13](=[CH:14][CH:15]=[C:16]([O:22][CH3:23])[CH:17]=3)[S:12][C:11]=2[C:10]([CH2:24][NH:30][CH:28]=[O:29])=[CH:9][CH:8]=1)[CH3:2] |f:2.3|. Procedure: A mixture of 1-[[2-(diethylamino)ethyl]amino]-7-methoxy-9-oxothioxanthen-4-carboxaldehyde (3.6 g, 0. 0094 mol), formamide (48 mL) nd formic acid (6 mL) was heated to 170° C. under N2 for 8 hours. The mixture was poured into ice-water, basified with 35% NaOH and extracted with chloroform. The organic layer was separated, washed with water (2×), then brine and was dried over Na2SO4 and concentrated in vacuo to afford 3.88 g of N-[[1-[[2-(diethylamino) ethyl]amino]-7-methoxy-9-oxothioxanthen-4-yl]-... Reaction SMILES: [BH4-:25].[CH3:27][OH:28].[Cl:1][c:2]1[cH:3][n:4][c:5](-[c:7]2[cH:8][c:9](-[n:13]3[cH:14][n:15][c:16]4[c:17]3[cH:18][cH:19][c:20]([C:22]([CH3:23])=[O:24])[cH:21]4)[cH:10][cH:11][cH:12]2)[s:6]1.[Na+:26].[OH2:29]>>[Cl:1][c:2]1[cH:3][n:4][c:5](-[c:7]2[cH:8][c:9](-[n:13]3[cH:14][n:15][c:16]4[c:17]3[cH:18][cH:19][c:20]([CH:22]([CH3:23])[OH:24])[cH:21]4)[cH:10][cH:11][cH:12]2)[s:6]1. Starting materials: [BH4-], CO, CC(=O)c1ccc2c(c1)ncn2-c1cccc(-c2ncc(Cl)s2)c1, [Na+], O. Product: CC(O)c1ccc2c(c1)ncn2-c1cccc(-c2ncc(Cl)s2)c1.